This data is from the Open Reaction Database (ORD), a public repository of structured organic reaction records. The task is: describe an organic reaction: reactants, conditions, products, and yield Reactants: Oc1ncc2ccc(Br)cc2n1, O=P(Cl)(Cl)Cl. The product is Clc1ncc2ccc(Br)cc2n1. Reaction SMILES: [Br:1][c:2]1[cH:3][cH:4][c:5]2[cH:6][n:7][c:8]([OH:12])[n:9][c:10]2[cH:11]1.[P:13]([Cl:14])([Cl:15])([Cl:16])=[O:17]>>[Br:1][c:2]1[cH:3][cH:4][c:5]2[cH:6][n:7][c:8]([Cl:15])[n:9][c:10]2[cH:11]1. Starting materials: C1(CCCCC1)Br (cyclohexyl bromide), [Br-].C1(CCCCC1)[N+](C1C(CCC(C1)C(C)C)(C)O)(C)C (cyclohexyl dimethyl (1-hydroxy-p-menth-2-yl) ammonium bromide). The product is [Br-].C1(CCCC1)[N+](C1C(CCC(C1)C(C)C)(C)O)(C)C (Cyclopentyl dimethyl (1-hydroxy-p-menth-2-yl) ammonium bromide). Reaction SMILES: C1([Br:7])CCCCC1.[Br-].[CH:9]1([N+:15]([CH3:28])([CH3:27])[CH:16]2[CH2:21][CH:20]([CH:22]([CH3:24])[CH3:23])[CH2:19][CH2:18][C:17]2([OH:26])[CH3:25])[CH2:14][CH2:13]C[CH2:11][CH2:10]1>>[Br-:7].[CH:9]1([N+:15]([CH3:28])([CH3:27])[CH:16]2[CH2:21][CH:20]([CH:22]([CH3:24])[CH3:23])[CH2:19][CH2:18][C:17]2([OH:26])[CH3:25])[CH2:14][CH2:13][CH2:11][CH2:10]1 |f:1.2,3.4|. Procedure details: By analogues procedure using cyclohexyl bromide there was also prepared cyclohexyl dimethyl (1-hydroxy-p-menth-2-yl) ammonium bromide. Starting materials: C(C)C=1N(C2=C(C=NC=3C=CC=CC23)N1)[C@H](CO)C ((2S)-2-(2-Ethyl-1H-imidazo[4,5-c]quinolin-1-yl)propan-1-ol), C(Cl)(Cl)Cl (CHCl3), BrN1C(CCC1=O)=O (N-bromosuccinimide). Solvent: C(Cl)(Cl)(Cl)Cl (CCl4). Conditions: time 20 hour. Product: CC1OC[C@@H](N2C1=NC=1C=NC3=CC=CC=C3C12)C ((11S)-8,11-dimethyl-10,11-dihydro-8H-[1,4]oxazino[4′,3′:1,2]imidazo[4,5-c]quinoline). Yield: 16.1%. RXN SMILES: [CH2:1]([C:3]1[N:4]([C@@H:16]([CH3:19])[CH2:17][OH:18])[C:5]2[C:14]3[CH:13]=[CH:12][CH:11]=[CH:10][C:9]=3[N:8]=[CH:7][C:6]=2[N:15]=1)[CH3:2].BrN1C(=O)CCC1=O.C(Cl)(Cl)Cl>C(Cl)(Cl)(Cl)Cl>[CH3:2][CH:1]1[C:3]2=[N:15][C:6]3[CH:7]=[N:8][C:9]4[C:14]([C:5]=3[N:4]2[C@@H:16]([CH3:19])[CH2:17][O:18]1)=[CH:13][CH:12]=[CH:11][CH:10]=4. Procedure details: (2S)-2-(2-Ethyl-1H-imidazo[4,5-c]quinolin-1-yl)propan-1-ol (0.50 g, 1.96 mmol) was suspended in 20 mL of CCl4 under an atmosphere of N2. The mixture was treated with N-bromosuccinimide (0.35 g, 1.96 mmol), heated to reflux, and irradiated with a sunlamp. After ˜20 hours the reaction was allowed to cool to ambient temperature, then it was partitioned between CH2Cl2 and saturated NaHCO3 solution. The layers were separated; the organic layer was washed sequentially with saturated NaHCO3 solution an... Reported procedure: A solution of 4-bromophenol (1.73 g) in dry 1,2-dimethoxyethane was added slowly to a stirred suspension of sodium hydride (0.48 g) in dry 1,2-dimethoxyethane (35 ml). The mixture was stirred for 30 minutes, then a solution of 7-(1-bromoethyl)-1,2,4-triazolo[1,5-a]pyrimidine (2.27 g, prepared in a similar manner to that described in Example 6 below) in dry 1,2-dimethoxyethane (85 ml) was added dropwise. The reaction mixture was stirred for 1 hour 30 minutes at room temperature. The sodium bromid... Starting materials: BrC(C)C1=CC=NC=2N1N=CN2 (7-(1-bromoethyl)-1,2,4-triazolo[1,5-a]pyrimidine), BrC1=CC=C(C=C1)O (4-bromophenol), [H-].[Na+] (sodium hydride). Reaction conditions: time 30 minute. The solvent is COCCOC (1,2-dimethoxyethane), COCCOC (1,2-dimethoxyethane), COCCOC (1,2-dimethoxyethane). The product is BrC1=CC=C(OC(C)C2=CC=NC=3N2N=CN3)C=C1 (7-[1-(4-bromophenoxy)ethyl]-1,2,4-triazolo[1,5-a]pyrimidine). Reaction SMILES: [Br:1][C:2]1[CH:7]=[CH:6][C:5]([OH:8])=[CH:4][CH:3]=1.[H-].[Na+].Br[CH:12]([C:14]1[N:19]2[N:20]=[CH:21][N:22]=[C:18]2[N:17]=[CH:16][CH:15]=1)[CH3:13]>COCCOC>[Br:1][C:2]1[CH:7]=[CH:6][C:5]([O:8][CH:12]([C:14]2[N:19]3[N:20]=[CH:21][N:22]=[C:18]3[N:17]=[CH:16][CH:15]=2)[CH3:13])=[CH:4][CH:3]=1 |f:1.2|. Starting materials: CS(=O)(=O)Cl, CC(=O)N(Cc1cc(C(F)(F)F)cc(C(F)(F)F)c1)C1CCCN(C(=O)OC(C)C)c2ccccc21. Product: CC(C)OC(=O)N1CCCC(N(Cc2cc(C(F)(F)F)cc(C(F)(F)F)c2)S(C)(=O)=O)c2ccccc21. RXN SMILES: [CH3:37][S:38]([Cl:39])(=[O:40])=[O:41].[CH:1]([CH3:2])([CH3:3])[O:4][C:5](=[O:6])[N:7]1[c:8]2[c:9]([cH:33][cH:34][cH:35][cH:36]2)[CH:10]([N:14]([CH2:15][c:16]2[cH:17][c:18]([C:26]([F:27])([F:28])[F:29])[cH:19][c:20]([C:22]([F:23])([F:24])[F:25])[cH:21]2)[C:30](=[O:31])[CH3:32])[CH2:11][CH2:12][CH2:13]1>>[CH:1]([CH3:2])([CH3:3])[O:4][C:5](=[O:6])[N:7]1[c:8]2[c:9]([cH:33][cH:34][cH:35][cH:36]2)[CH:10]([N:14]([CH2:15][c:16]2[cH:17][c:18]([C:26]([F:27])([F:28])[F:29])[cH:19][c:20]([C:22]([F:23])([F:24])[F:25])[cH:21]2)[S:38]([CH3:37])(=[O:40])=[O:41])[CH2:11][CH2:12][CH2:13]1. Reactants: [N+](=O)([O-])C=1C=CC(=NC1)N1CCN(CC1)C(=O)OCC(=O)NC (2-(methylamino)-2-oxoethyl 4-(5-nitro-2-pyridyl)-1-piperazinecarboxylate). The reagents and catalysts are [Pd] (palladium on charcoal). Solvent: C(C)(=O)OCC (ethyl acetate). Run at time 14 hour. Product: NC=1C=CC(=NC1)N1CCN(CC1)C(=O)OCC(=O)NC (2-(methylamino)-2-oxoethyl 4-(5-amino-2-pyridyl)-1-piperazinecarboxylate). Isolated yield 80.9%. RXN SMILES: [N+:1]([C:4]1[CH:5]=[CH:6][C:7]([N:10]2[CH2:15][CH2:14][N:13]([C:16]([O:18][CH2:19][C:20]([NH:22][CH3:23])=[O:21])=[O:17])[CH2:12][CH2:11]2)=[N:8][CH:9]=1)([O-])=O>[Pd].C(OCC)(=O)C>[NH2:1][C:4]1[CH:5]=[CH:6][C:7]([N:10]2[CH2:11][CH2:12][N:13]([C:16]([O:18][CH2:19][C:20]([NH:22][CH3:23])=[O:21])=[O:17])[CH2:14][CH2:15]2)=[N:8][CH:9]=1. Reported procedure: 0.24 g of 10% palladium on charcoal is added to a suspension of 0.64 g (1.98 mmol) of 2-(methylamino)-2-oxoethyl 4-(5-nitro-2-pyridyl)-1-piperazinecarboxylate, prepared in step 5.3, in 90 ml of ethyl acetate. Stirring is continued at room temperature under a hydrogen atmosphere of 60 psi for 14 hours. After filtering off the catalyst, the filtrate is concentrated under reduced pressure and the residue thus obtained is purified by chromatography on silica gel, eluting with a 98/2 mixture of dichl... The product is C(C1=CC=CC=C1)OC(NC(CC)C1=NC2=CC=CC(=C2C(N1C1=CC=CC=C1)=O)C)=O ([1-(5-methyl-4-oxo-3-phenyl-3,4-dihydroquinazolin-2-yl)propyl]-carbamic acid benzyl ester). The solvent is C1(=CC=CC=C1)C (toluene). As a reaction SMILES: [NH2:1][C:2]1[CH:16]=[CH:15][CH:14]=[C:13]([CH3:17])[C:3]=1[C:4]([NH:6][C:7]1[CH:12]=[CH:11][CH:10]=[CH:9][CH:8]=1)=[O:5].O=C1CCC(=O)N1O[C:26](=O)[CH:27]([NH:30][C:31]([O:33][CH2:34][C:35]1[CH:40]=[CH:39][CH:38]=[CH:37][CH:36]=1)=[O:32])[CH2:28][CH3:29].CN(C1C=CC=CN=1)C.C(N(C(C)C)CC)(C)C>C1(C)C=CC=CC=1>[CH2:34]([O:33][C:31](=[O:32])[NH:30][CH:27]([C:26]1[N:6]([C:7]2[CH:12]=[CH:11][CH:10]=[CH:9][CH:8]=2)[C:4](=[O:5])[C:3]2[C:2](=[CH:16][CH:15]=[CH:14][C:13]=2[CH3:17])[N:1]=1)[CH2:28][CH3:29])[C:35]1[CH:40]=[CH:39][CH:38]=[CH:37][CH:36]=1. Conditions: temperature 110 celsius, time 22 hour. The reactants are NC1=C(C(=O)NC2=CC=CC=C2)C(=CC=C1)C (2-amino-6-methyl-N-phenyl-benzamide), C(C)(C)N(CC)C(C)C (diisopropylethylamine), O=C1N(C(CC1)=O)OC(C(CC)NC(=O)OCC1=CC=CC=C1)=O (2-benzyloxycarbonylaminobutyric acid 2,5-dioxo-pyrrolidin-1-yl ester), CN(C)C1=NC=CC=C1 (dimethylaminopyridine). Procedure: Compound 15 (1.20 g, 5.30 mmol) was combined with 2-benzyloxycarbonylaminobutyric acid 2,5-dioxo-pyrrolidin-1-yl ester (2.13 g, 6.36 mmol), dimethylaminopyridine (915 mg, 7.49 mmol), and diisopropylethylamine (1.10 mL, 6.36 mmol) in toluene (15 mL). The mixture was heated to 110° C. and stirred at that temperature for 22 hours. After cooling, the reaction was purified by flash chromatography to provide the quinazolinone (16) as a pale yellow solid. MS (ES): m/z 428 (M+H). 1H NMR (300 MHz, DMSO-d...